From a dataset of the Open Reaction Database (ORD), a public repository of structured organic reaction records. describe an organic reaction: reactants, conditions, products, and yield The reactants are ClC=1C=NC=C(C1SC1=C(C=C(S1)C(=O)O)[N+](=O)[O-])Cl (5-[(3,5-dichloro-4-pyridyl)sulfanyl]-4-nitro-thiophene-2-carboxylic acid), C(C)N1C[C@@H]([C@H](C1)OC)N ((3S,4S)-1-ethyl-4-methoxypyrrolidin-3-amine). Yields the product ClC=1C=NC=C(C1SC1=C(C=C(S1)C(=O)N[C@H]1CN(C[C@@H]1OC)CC)[N+](=O)[O-])Cl (5-((3,5-dichloropyridin-4-yl)thio)-N-((3S,4S)-1-ethyl-4-methoxypyrrolidin-3-yl)-4-nitrothiophene-2-carboxamide), solid. Yield: 17.0%. As a reaction SMILES: [Cl:1][C:2]1[CH:3]=[N:4][CH:5]=[C:6]([Cl:20])[C:7]=1[S:8][C:9]1[S:13][C:12]([C:14]([OH:16])=O)=[CH:11][C:10]=1[N+:17]([O-:19])=[O:18].[CH2:21]([N:23]1[CH2:27][C@H:26]([O:28][CH3:29])[C@@H:25]([NH2:30])[CH2:24]1)[CH3:22]>>[Cl:20][C:6]1[CH:5]=[N:4][CH:3]=[C:2]([Cl:1])[C:7]=1[S:8][C:9]1[S:13][C:12]([C:14]([NH:30][C@@H:25]2[C@@H:26]([O:28][CH3:29])[CH2:27][N:23]([CH2:21][CH3:22])[CH2:24]2)=[O:16])=[CH:11][C:10]=1[N+:17]([O-:19])=[O:18]. Procedure details: Prepared according to the procedure described for example 44 from 5-[(3,5-dichloro-4-pyridyl)sulfanyl]-4-nitro-thiophene-2-carboxylic acid (35 mg, 0.1 mmol) and (3S,4S)-1-ethyl-4-methoxypyrrolidin-3-amine (14.4 mg, 0.1 mmol). The title compound was obtained as a solid (7.9 mg, 17% yield). MS m/z: 476.86, 478.86 [M+H]+. Starting materials: COc1ccc(CNc2ncc(C#N)c3sc4cc(Br)ccc4c23)cc1, O=C([O-])[O-], CCCO, OB(O)C=Cc1ccc(F)cc1, [Na+], [Na+], CC(=O)[O-], CC(=O)[O-], [Pd+2], c1ccc(P(c2ccccc2)c2ccccc2)cc1. Yields the product COc1ccc(CNc2ncc(C#N)c3sc4cc(C=Cc5ccc(F)cc5)ccc4c23)cc1. RXN SMILES: [Br:1][c:2]1[cH:3][c:4]2[c:5]([cH:6][cH:7]1)[c:8]1[c:9]([NH:17][CH2:18][c:19]3[cH:20][cH:21][c:22]([O:25][CH3:26])[cH:23][cH:24]3)[n:10][cH:11][c:12]([C:15]#[N:16])[c:13]1[s:14]2.[C:39](=[O:40])([O-:41])[O-:42].[CH2:64]([OH:65])[CH2:66][CH3:67].[F:27][c:28]1[cH:29][cH:30][c:31]([CH:34]=[CH:35][B:36]([OH:37])[OH:38])[cH:32][cH:33]1.[Na+:43].[Na+:44].[O-:69][C:70]([CH3:71])=[O:72].[O-:73][C:74]([CH3:75])=[O:76].[Pd+2:68].[c:45]1([P:46]([c:47]2[cH:48][cH:49][cH:50][cH:51][cH:52]2)[c:53]2[cH:54][cH:55][cH:56][cH:57][cH:58]2)[cH:59][cH:60][cH:61][cH:62][cH:63]1>>[c:2]1([CH:35]=[CH:34][c:31]2[cH:30][cH:29][c:28]([F:27])[cH:33][cH:32]2)[cH:3][c:4]2[c:5]([cH:6][cH:7]1)[c:8]1[c:9]([NH:17][CH2:18][c:19]3[cH:20][cH:21][c:22]([O:25][CH3:26])[cH:23][cH:24]3)[n:10][cH:11][c:12]([C:15]#[N:16])[c:13]1[s:14]2. Starting materials: C(C)OC(C1=CC=C(C=O)C=C1)OCC (4-(diethoxymethyl)benzaldehyde), CCOCC (ether), toluene THF methylmagnesium bromide. Yields the product C(C)OC(C1=CC=C(C=C1)CCO)OCC (2-(4-Diethoxymethylphenyl)ethanol). Isolated yield 97.0%. Reaction SMILES: [CH2:1]([O:3][CH:4]([O:13][CH2:14][CH3:15])[C:5]1[CH:12]=[CH:11][C:8]([CH:9]=O)=[CH:7][CH:6]=1)[CH3:2].C[CH2:17][O:18]CC>>[CH2:1]([O:3][CH:4]([O:13][CH2:14][CH3:15])[C:5]1[CH:12]=[CH:11][C:8]([CH2:9][CH2:17][OH:18])=[CH:7][CH:6]=1)[CH3:2]. Reported procedure: To a solution of 4-(diethoxymethyl)benzaldehyde (5.0 g, 24 mmol) in ether (65 ml), cooled to -10° C., was added dropwise a 1.5M toluene-THF methylmagnesium bromide solution (64 ml, 96 mmol) at such a rate that the temperature remains below 0° C. After the addition the reaction was quenched with saturated ammonium chloride (80 ml) and the solution was diluted with water (50 ml) and extracted with ether (2×75 ml). The combined extracts were washed with water (50 ml) and brine (50 ml), dried over s... Reactants: C1(=CC(=CC(=C1)C)C)C (mesitylene), FC(C=1C=C(N)C=CC1)(F)F (m-trifluoromethylaniline), C1(CCCO1)=O (butyrolactone), ptoluenesulphonic acid. Run in O (water). Reaction conditions: temperature 198 celsius. Yields the product FC(C=1C=C(C=CC1)N1C(CCC1)=O)(F)F (1-(m-trifluoromethylphenyl)-2-pyrrolidone). Yield: 45.8%. RXN SMILES: [F:1][C:2]([F:11])([F:10])[C:3]1[CH:4]=[C:5]([CH:7]=[CH:8][CH:9]=1)[NH2:6].[C:12]1(=O)[O:16][CH2:15][CH2:14][CH2:13]1.C1(C)C=C(C)C=C(C)C=1>O>[F:1][C:2]([F:10])([F:11])[C:3]1[CH:4]=[C:5]([N:6]2[CH2:12][CH2:13][CH2:14][C:15]2=[O:16])[CH:7]=[CH:8][CH:9]=1. Procedure: A reaction flask was charged with 70.0 g (0.434 mole) of m-trifluoromethylaniline and 37.4 g (0.434 mole) of butyrolactone. The mixture was heated to reflux at 198° C for 185 minutes. Then, 1.0 g (0.0058 mole) of ptoluenesulphonic acid was added, and the resulting mixture was refluxed for an additional 100 minutes, during which time the temperature dropped from 164° C to 138° C. The mixture was then cooled, a DEan-Stark trap was installed on the condenser, and 50 ml of mesitylene was added. The ... Starting materials: C(CC(O)(C(=O)O)CC(=O)O)(=O)O (citric acid), CN1CC2C=3C=CC=CC3OC=4C=CC(=CC4C2C1)Cl (Asenapine), CN1CC2C=3C=CC=CC3OC=4C=CC(=CC4C2C1)Cl (Asenapine), C(CC(O)(C(=O)O)CC(=O)O)(=O)O (citric acid), citrate salt. Solvent: O (water), CC(=O)C (acetone). The product is CN1CC2C=3C=CC=CC3OC=4C=CC(=CC4C2C1)Cl.C(CC(O)(C(=O)[O-])CC(=O)[O-])(=O)[O-] (Asenapine Citrate). As a reaction SMILES: [CH3:1][N:2]1[CH2:19][CH:18]2[CH:4]([C:5]3[CH:6]=[CH:7][CH:8]=[CH:9][C:10]=3[O:11][C:12]3[CH:13]=[CH:14][C:15]([Cl:20])=[CH:16][C:17]=32)[CH2:3]1.[C:21]([OH:33])(=[O:32])[CH2:22][C:23]([CH2:28][C:29]([OH:31])=[O:30])([C:25]([OH:27])=[O:26])[OH:24]>CC(C)=O.O>[CH3:1][N:2]1[CH2:19][CH:18]2[CH:4]([C:5]3[CH:6]=[CH:7][CH:8]=[CH:9][C:10]=3[O:11][C:12]3[CH:13]=[CH:14][C:15]([Cl:20])=[CH:16][C:17]=32)[CH2:3]1.[C:21]([O-:33])(=[O:32])[CH2:22][C:23]([CH2:28][C:29]([O-:31])=[O:30])([C:25]([O-:27])=[O:26])[OH:24] |f:4.5|. Procedure details: 150 mg Asenapine free base was dissolved in 3.0 ml acetone and to this solution was added 0.25 ml of a 2M stock solution of citric acid (Fluka #24788) in water. After seeding with a few of crystalline citrate salt according to example 1 a white suspension begins to form after 5 minutes. Stirring was continued at room temperature, and on the next day the suspension was filtered and the product dried under vacuum at room temperature for about 18 hours. The obtained sample was characterized by powd... Reactants: IC1=CC=CC2=CC=CC=C12 (1-iodonaphthalene), C(CCC#C)O (4-pentyn-1-ol), C(CCC#C)O (4-pentyn-1-ol). The reagents and catalysts are [Cu]I (copper(I) iodide), Cl[Pd]([P](C1=CC=CC=C1)(C2=CC=CC=C2)C3=CC=CC=C3)([P](C4=CC=CC=C4)(C5=CC=CC=C5)C6=CC=CC=C6)Cl (bis(triphenylphosphine)palladium(II) chloride). The solvent is C(C)NCC (diethylamine). Product: C1(=CC=CC2=CC=CC=C12)C#CCCCO (5-(naphth-1-yl)-4-pentyn-1-ol). Isolated yield 68.7%. As a reaction SMILES: I[C:2]1[C:11]2[C:6](=[CH:7][CH:8]=[CH:9][CH:10]=2)[CH:5]=[CH:4][CH:3]=1.[CH2:12]([OH:17])[CH2:13][CH2:14][C:15]#[CH:16]>C(NCC)C.[Cu]I.Cl[Pd](Cl)([P](C1C=CC=CC=1)(C1C=CC=CC=1)C1C=CC=CC=1)[P](C1C=CC=CC=1)(C1C=CC=CC=1)C1C=CC=CC=1>[C:2]1([C:16]#[C:15][CH2:14][CH2:13][CH2:12][OH:17])[C:11]2[C:6](=[CH:7][CH:8]=[CH:9][CH:10]=2)[CH:5]=[CH:4][CH:3]=1 |^1:27,46|. Procedure details: Under a nitrogen atmosphere, a mixture of 4.0 mL (0.027 mole) of 1-iodonaphthalene, 0.1 gram (0.0003 mole) of copper(I) iodide, and 0.19 gram (0.0003 mole) of bis(triphenylphosphine)palladium(II) chloride in 75 mL of diethylamine was stirred, and 2.6 mL (0.027 mole) of 4-pentyn-1-ol was added in one portion. Upon completion of addition, the reaction mixture was stirred at ambient temperature for about 18 hours. Gas chromatographic (GC) analysis of the reaction mixture indicated that the reaction... Starting materials: COc1ccc2ccccc2c1C(Nc1ccccc1C)C(N)=O, CCO, [K+], [OH-]. Yields the product COc1ccc2ccccc2c1C(Nc1ccccc1C)C(=O)O. Reaction SMILES: [CH3:1][O:2][c:3]1[c:4]([CH:13]([C:14](=[O:15])[NH2:16])[NH:17][c:18]2[c:19]([CH3:24])[cH:20][cH:21][cH:22][cH:23]2)[c:5]2[cH:6][cH:7][cH:8][cH:9][c:10]2[cH:11][cH:12]1.[CH3:27][CH2:28][OH:29].[K+:26].[OH-:25]>>[CH3:1][O:2][c:3]1[c:4]([CH:13]([C:14](=[O:15])[OH:25])[NH:17][c:18]2[c:19]([CH3:24])[cH:20][cH:21][cH:22][cH:23]2)[c:5]2[cH:6][cH:7][cH:8][cH:9][c:10]2[cH:11][cH:12]1. Run at time 3 hour. Reaction SMILES: Cl[C:2]([O:4][CH2:5][C:6]1[CH:11]=[CH:10][CH:9]=[CH:8][CH:7]=1)=[O:3].[Cl:12][C:13]1[CH:14]=[CH:15][C:16]2[NH:34][C:33](=[O:35])[C:20]3([CH2:25][CH2:24][N:23](CC4C=CC=CC=4)[CH2:22][CH2:21]3)[N:19]=[C:18]([C:36]3[CH:41]=[CH:40][CH:39]=[CH:38][CH:37]=3)[C:17]=2[CH:42]=1.C([O-])(O)=O.[Na+]>C1(C)C=CC=CC=1.C(Cl)(Cl)Cl>[Cl:12][C:13]1[CH:14]=[CH:15][C:16]2[NH:34][C:33](=[O:35])[C:20]3([CH2:25][CH2:24][N:23]([C:2]([O:4][CH2:5][C:6]4[CH:11]=[CH:10][CH:9]=[CH:8][CH:7]=4)=[O:3])[CH2:22][CH2:21]3)[N:19]=[C:18]([C:36]3[CH:37]=[CH:38][CH:39]=[CH:40][CH:41]=3)[C:17]=2[CH:42]=1 |f:2.3|. The product is ClC=1C=CC2=C(C(=NC3(CCN(CC3)C(=O)OCC3=CC=CC=C3)C(N2)=O)C2=CC=CC=C2)C1 (7-Chloro-5-phenyl-1'-benzyloxycarbonyl-spiro[1H-1,4-benzodiazepine-3,4'-piperidin]-2(3H)-one). Starting materials: ClC(=O)OCC1=CC=CC=C1 (benzyl chloroformate), ClC=1C=CC2=C(C(=NC3(CCN(CC3)CC3=CC=CC=C3)C(N2)=O)C2=CC=CC=C2)C1 (7-chloro-5-phenyl-1'-benzyl-spiro[1H-1,4-benzodiazepine-3,4'-piperidin]-2-(3H)-one), C(=O)(O)[O-].[Na+] (NaHCO3). Procedure details: 10 g (0.029 mole) of a 50% strength solution of benzyl chloroformate in toluene are added to a mixture of 4.0 g (0.0093 mole) of 7-chloro-5-phenyl-1'-benzyl-spiro[1H-1,4-benzodiazepine-3,4'-piperidin]-2-(3H)-one and 2.4 g (0.029 mole) of finely powdered NaHCO3 in 80 ml of absolute chloroform. The reaction mixture is boiled for 3 hours, with reflux cooling. It is then poured onto ice and the organic phase is separated off and washed twice with 10% strength NaHCO3 solution. After drying over Na2SO... Run in C1(=CC=CC=C1)C (toluene), C(Cl)(Cl)Cl (chloroform).